Dataset: the Open Reaction Database (ORD), a public repository of structured organic reaction records. Task: describe an organic reaction: reactants, conditions, products, and yield Starting materials: N(=O)OCCCCC (Amyl nitrite), NC=1C=C2C(=C(N=NC2=CC1)C(=O)OCC)O (ethyl 6-amino-4-hydroxycinnolin-3-yl carboxylate), C1(=CC=CC=C1)OC (anisole). The product is COC1=C(C=CC=C1)C=1C=C2CC(=NNC2=CC1)C(=O)OCC (ethyl 6-(methoxyphenyl)-1,4-dihydrocinnolin-3-yl carboxylate). Reaction SMILES: N(OCCCCC)=O.N[C:10]1[CH:11]=[C:12]2[C:17](=[CH:18][CH:19]=1)[N:16]=[N:15][C:14]([C:20]([O:22][CH2:23][CH3:24])=[O:21])=[C:13]2O.[C:26]1([O:32][CH3:33])[CH:31]=[CH:30][CH:29]=[CH:28][CH:27]=1>>[CH3:33][O:32][C:26]1[CH:31]=[CH:30][CH:29]=[CH:28][C:27]=1[C:10]1[CH:11]=[C:12]2[C:17](=[CH:18][CH:19]=1)[NH:16][N:15]=[C:14]([C:20]([O:22][CH2:23][CH3:24])=[O:21])[CH2:13]2. Procedure details: Amyl nitrite (2 ml.) was added to a stirred suspension of ethyl 6-amino-4-hydroxycinnolin-3-yl carboxylate (2 g.) in anisole (250 ml.). The suspension was stirred and heated on a steam bath for 3 hours. The resulting solution was filtered whilst hot and the filtrate was evaporated. The residue was applied to a silica column (100 g. of Kieselgel 60) and eluted with a 10% v/v mixture of dry ethanol and chloroform. The appropriate fractions were evaporated, the residual solid [ethyl 4-hydroxy 6-(me... The reactants are Schiff bases, C(C)(C)C1CCC(CC1)CCC(CCC1CCC(CC1)C(C)C)=O (1,5-di-(4-isopropylcyclohexyl)-3-pentanone), C(C=C)#N (acrylonitrile), NCCN (1,2-diaminoethane), Schiff base. Yields the product C(C)(C)C1CCC(CC1)CCC(CCC1CCC(CC1)C(C)C)NCCNCCCN ([1,5-di-(4-isopropylcyclohexyl)-3-pentyl]-1,4,8-triazaoctane). Reaction SMILES: [NH2:1][CH2:2][CH2:3][NH2:4].[CH:5]([CH:8]1[CH2:13][CH2:12][CH:11]([CH2:14][CH2:15][C:16](=O)[CH2:17][CH2:18][CH:19]2[CH2:24][CH2:23][CH:22]([CH:25]([CH3:27])[CH3:26])[CH2:21][CH2:20]2)[CH2:10][CH2:9]1)([CH3:7])[CH3:6].[C:29](#[N:32])[CH:30]=[CH2:31]>>[CH:5]([CH:8]1[CH2:13][CH2:12][CH:11]([CH2:14][CH2:15][CH:16]([NH:1][CH2:2][CH2:3][NH:4][CH2:31][CH2:30][CH2:29][NH2:32])[CH2:17][CH2:18][CH:19]2[CH2:24][CH2:23][CH:22]([CH:25]([CH3:27])[CH3:26])[CH2:21][CH2:20]2)[CH2:10][CH2:9]1)([CH3:7])[CH3:6]. Procedure details: As an alternative to obtaining a mixture of Schiff bases VI and VI(a) or VI(b), the reaction can be conducted stepwise. For example, 1,2-diaminoethane may be converted to a Schiff base with 1,5-di-(4-isopropylcyclohexyl)-3-pentanone, catalytically reduced, then the ring nitrogen selectively cyanoethylated with acrylonitrile, followed by catalytic hydrogenation to furnish [1,5-di-(4-isopropylcyclohexyl)-3-pentyl]-1,4,8-triazaoctane. Product: CCC(=O)Nc1cccc(C2CCN(CCCSc3ccccc3)CC2)c1. RXN SMILES: [Cl:1][CH2:2][CH2:3][CH2:4][S:5][c:6]1[cH:7][cH:8][cH:9][cH:10][cH:11]1.[NH:12]1[CH2:13][CH2:14][CH:15]([c:18]2[cH:19][c:20]([NH:24][C:25]([CH2:26][CH3:27])=[O:28])[cH:21][cH:22][cH:23]2)[CH2:16][CH2:17]1>>[CH2:2]([CH2:3][CH2:4][S:5][c:6]1[cH:7][cH:8][cH:9][cH:10][cH:11]1)[N:12]1[CH2:13][CH2:14][CH:15]([c:18]2[cH:19][c:20]([NH:24][C:25]([CH2:26][CH3:27])=[O:28])[cH:21][cH:22][cH:23]2)[CH2:16][CH2:17]1. Starting materials: ClCCCSc1ccccc1, CCC(=O)Nc1cccc(C2CCNCC2)c1. Starting materials: C(=O)([O-])[O-].[Na+].[Na+] (Na2CO3), N1=CC(=CC=C1)B(O)O (3-Pyridinylboronic acid), IC1=NN(C2=NC=NC(=C21)N)C(C)C (3-iodo-1-isopropyl-1H-pyrazolo[3,4-d]pyrimidin-4-amine). Reagents/catalysts: C=1C=CC(=CC1)[P](C=2C=CC=CC2)(C=3C=CC=CC3)[Pd]([P](C=4C=CC=CC4)(C=5C=CC=CC5)C=6C=CC=CC6)([P](C=7C=CC=CC7)(C=8C=CC=CC8)C=9C=CC=CC9)[P](C=1C=CC=CC1)(C=1C=CC=CC1)C=1C=CC=CC1 (Pd(PPh3)4). Run in CCO (EtOH), COCCOC (DME). Reaction conditions: temperature 80 celsius. Yields the product C(C)(C)N1N=C(C=2C1=NC=NC2N)C=2C=NC=CC2 (1-isopropyl-3-(pyridin-3-yl)-1H-pyrazolo[3,4-d]pyrimidin-4-amine). As a reaction SMILES: [N:1]1[CH:6]=[CH:5][CH:4]=[C:3](B(O)O)[CH:2]=1.I[C:11]1[C:19]2[C:14](=[N:15][CH:16]=[N:17][C:18]=2[NH2:20])[N:13]([CH:21]([CH3:23])[CH3:22])[N:12]=1.C([O-])([O-])=O.[Na+].[Na+]>CCO.COCCOC.C1C=CC([P]([Pd]([P](C2C=CC=CC=2)(C2C=CC=CC=2)C2C=CC=CC=2)([P](C2C=CC=CC=2)(C2C=CC=CC=2)C2C=CC=CC=2)[P](C2C=CC=CC=2)(C2C=CC=CC=2)C2C=CC=CC=2)(C2C=CC=CC=2)C2C=CC=CC=2)=CC=1>[CH:21]([N:13]1[C:14]2=[N:15][CH:16]=[N:17][C:18]([NH2:20])=[C:19]2[C:11]([C:3]2[CH:2]=[N:1][CH:6]=[CH:5][CH:4]=2)=[N:12]1)([CH3:23])[CH3:22] |f:2.3.4,^1:42,44,63,82|. Procedure: A solution of 3-Pyridinylboronic acid (15 mg, 0.14 mmol) in EtOH (3.3 mL) was added to a solution of 3-iodo-1-isopropyl-1H-pyrazolo[3,4-d]pyrimidin-4-amine (40 mg, 0.13 mmol) in DME (12 mL). Pd(PPh3)4 (15 mg, 0.015 mmol) and saturated Na2CO3 (1.9 mL) were added and the reaction was heated to 80° C. under an argon atmosphere overnight. After cooling, the reaction was extracted with saturated NaCl and CH2Cl2. Organic phases were combined, concentrated in vacuo and purified by RP-HPLC (MeCN:H2O) to... Starting materials: O[C@@H](C(=O)N1CCN(CC1)C1=NC(=NC2=CC=CC=C12)C1=C(C=CC=C1)O)CC ((R)-2-hydroxy-1-(4-(2-(2-hydroxyphenyl)quinazolin-4-yl)piperazin-1-yl)butan-1-one), Cl (HCl), CCOCC (ether), CCOCC (ether). The solvent is C(Cl)Cl (CH2Cl2). The product is Cl.O[C@@H](C(=O)N1CCN(CC1)C1=NC(=NC2=CC=CC=C12)C1=C(C=CC=C1)O)CC ((R)-2-hydroxy-1-(4-(2-(2-hydroxyphenyl)quinazolin-4-yl)piperazin-1-yl)butan-1-one hydrochloride). Yield: 90.0%. RXN SMILES: [OH:1][C@H:2]([CH2:28][CH3:29])[C:3]([N:5]1[CH2:10][CH2:9][N:8]([C:11]2[C:20]3[C:15](=[CH:16][CH:17]=[CH:18][CH:19]=3)[N:14]=[C:13]([C:21]3[CH:26]=[CH:25][CH:24]=[CH:23][C:22]=3[OH:27])[N:12]=2)[CH2:7][CH2:6]1)=[O:4].[ClH:30].CCOCC>C(Cl)Cl>[ClH:30].[OH:1][C@H:2]([CH2:28][CH3:29])[C:3]([N:5]1[CH2:10][CH2:9][N:8]([C:11]2[C:20]3[C:15](=[CH:16][CH:17]=[CH:18][CH:19]=3)[N:14]=[C:13]([C:21]3[CH:26]=[CH:25][CH:24]=[CH:23][C:22]=3[OH:27])[N:12]=2)[CH2:7][CH2:6]1)=[O:4] |f:4.5|. Reported procedure: To a solution of (R)-2-hydroxy-1-(4-(2-(2-hydroxyphenyl)quinazolin-4-yl)piperazin-1-yl)butan-1-one (280 mg, 0.71 mmol) in CH2Cl2 under an N2 atmosphere was added a 2 M HCl solution in ether (0.355 mL, 0.71 mmol), followed by the addition of ether which resulted in the formation of precipitate which was stirred for an hour and then filtered and dried to afford (R)-2-hydroxy-1-(4-(2-(2-hydroxyphenyl)quinazolin-4-yl)piperazin-1-yl)butan-1-one hydrochloride (272 mg, 90%). LC/MS: m/z 393.1 (M+H)+ at ... Starting materials: O=C([O-])O, Cc1ccccc1, OCCC1CC1, [Na+], CC(C)OC(=O)N=NC(=O)OC(C)C, c1ccc(P(c2ccccc2)c2ccccc2)cc1, CC(C)CN(C(=O)c1nc2ccccc2[nH]1)C1CC(C(=O)N2CCOCC2)CN(C(=O)OC(C)(C)C)C1. Product: CC(C)CN(C(=O)c1nc2ccccc2n1CCC1CC1)C1CC(C(=O)N2CCOCC2)CN(C(=O)OC(C)(C)C)C1. Reaction SMILES: [C:84](=[O:85])([OH:86])[O-:87].[CH3:77][c:78]1[cH:79][cH:80][cH:81][cH:82][cH:83]1.[CH:38]1([CH2:41][CH2:42][OH:43])[CH2:39][CH2:40]1.[Na+:88].[O:63]=[C:64]([O:65][CH:66]([CH3:67])[CH3:68])[N:69]=[N:70][C:71]([O:72][CH:73]([CH3:74])[CH3:75])=[O:76].[c:44]1([P:45]([c:46]2[cH:47][cH:48][cH:49][cH:50][cH:51]2)[c:52]2[cH:53][cH:54][cH:55][cH:56][cH:57]2)[cH:58][cH:59][cH:60][cH:61][cH:62]1.[nH:1]1[c:2]([C:10](=[O:11])[N:12]([CH:13]2[CH2:14][N:15]([C:27](=[O:28])[O:29][C:30]([CH3:31])([CH3:32])[CH3:33])[CH2:16][CH:17]([C:19](=[O:20])[N:21]3[CH2:22][CH2:23][O:24][CH2:25][CH2:26]3)[CH2:18]2)[CH2:34][CH:35]([CH3:36])[CH3:37])[n:3][c:4]2[c:5]1[cH:6][cH:7][cH:8][cH:9]2>>[n:1]1([CH2:42][CH2:41][CH:38]2[CH2:39][CH2:40]2)[c:2]([C:10](=[O:11])[N:12]([CH:13]2[CH2:14][N:15]([C:27](=[O:28])[O:29][C:30]([CH3:31])([CH3:32])[CH3:33])[CH2:16][CH:17]([C:19](=[O:20])[N:21]3[CH2:22][CH2:23][O:24][CH2:25][CH2:26]3)[CH2:18]2)[CH2:34][CH:35]([CH3:36])[CH3:37])[n:3][c:4]2[c:5]1[cH:6][cH:7][cH:8][cH:9]2. The reactants are CC1NCCC(C1)C1=NC=C2C(N1)=CC(=N2)C2=CN(C=C2)S(=O)(=O)C2=CC=CC=C2 (3-(2-methyl-4-piperidylpyrrolo[4,5-d]pyrimidin-6-yl)-1-(phenylsulfonyl)pyrrole), CCOC(=O)C (EtOAc), Cl (HCl). Run in CO (MeOH). Product: O.Cl.CC1NCCC(C1)C1=NC=C2C(N1)=CC(=N2)C2=CN(C=C2)S(=O)(=O)C2=CC=CC=C2 (3-(2-Methyl-4-piperidylpyrrolo[4,5-d]pyrimidin-6-yl)-1-(phenylsulfonyl)pyrrole Hydrochloride Hydrate). Isolated yield 162.2%. RXN SMILES: [CH3:1][CH:2]1[CH2:7][CH:6]([C:8]2[NH:13][C:12]3=[CH:14][C:15]([C:17]4[CH:21]=[CH:20][N:19]([S:22]([C:25]5[CH:30]=[CH:29][CH:28]=[CH:27][CH:26]=5)(=[O:24])=[O:23])[CH:18]=4)=[N:16][C:11]3=[CH:10][N:9]=2)[CH2:5][CH2:4][NH:3]1.CCOC(C)=O.[ClH:37]>CO>[OH2:23].[ClH:37].[CH3:1][CH:2]1[CH2:7][CH:6]([C:8]2[NH:13][C:12]3=[CH:14][C:15]([C:17]4[CH:21]=[CH:20][N:19]([S:22]([C:25]5[CH:30]=[CH:29][CH:28]=[CH:27][CH:26]=5)(=[O:24])=[O:23])[CH:18]=4)=[N:16][C:11]3=[CH:10][N:9]=2)[CH2:5][CH2:4][NH:3]1 |f:4.5.6|. Procedure: Using the method described in Example 30 by employing 1-(phenylsulfonyl)-3-(1-pyrrolidinylvinyl) pyrrole (freshly prepared before use) (0.97 g, 4.68 mmol), 2-methyl-4,6-dichloro-5-nitropyrimidine (Example 76(b)) (1.41 g, 4.68 mmol), N,N-diisopropyl ethyl amine (Aldrich Chemical Company) (0.8 mL, 4.68 mmol), piperidine (Aldrich Chemical Company) (0.7 mL, 7.5 mmol), NEt3 (Aldrich Chemical Company) (1.0 mL) and SnCl2 (Aldrich Chemical Company) (14 mL of a 2M solution in DMF). The residue was purifi...